This data is from the Open Reaction Database (ORD), a public repository of structured organic reaction records. The task is: describe an organic reaction: reactants, conditions, products, and yield The reactants are [Cl-].[Na+] (sodium chloride), N1=CC(=CC=C1)N=NC1=C(C=CC2=CC=CC=C12)O (1-(3-pyridylazo)-2-naphthol), C1(=CC=C(C=C1)S(=O)(=O)OC)C (methyl p-toluenesulfonate). Reaction conditions: time 45 minute. Yields the product C1(=CC=C(C=C1)S(=O)(=O)[O-])C.OC1=C(C2=CC=CC=C2C=C1)N=NC=1C=[N+](C=CC1)C (3-(2-Hydroxy-1-naphthylazo)-1-methyl Pyridinium p-Toluenesulfonate). RXN SMILES: [Cl-].[Na+].[N:3]1[CH:8]=[CH:7][CH:6]=[C:5]([N:9]=[N:10][C:11]2[C:20]3[C:15](=[CH:16][CH:17]=[CH:18][CH:19]=3)[CH:14]=[CH:13][C:12]=2[OH:21])[CH:4]=1.[C:22]1([CH3:33])[CH:27]=[CH:26][C:25]([S:28]([O:31]C)(=[O:30])=[O:29])=[CH:24][CH:23]=1>>[C:22]1([CH3:33])[CH:23]=[CH:24][C:25]([S:28]([O-:31])(=[O:29])=[O:30])=[CH:26][CH:27]=1.[OH:21][C:12]1[CH:13]=[CH:14][C:15]2[C:20](=[CH:19][CH:18]=[CH:17][CH:16]=2)[C:11]=1[N:10]=[N:9][C:5]1[CH:4]=[N+:3]([CH3:22])[CH:8]=[CH:7][CH:6]=1 |f:0.1,4.5|. Procedure: A mixture of 50.3 pounds of sodium chloride and 3.7 pounds (6.75 moles) of 1-(3-pyridylazo)-2-naphthol is blended in a Patterson-Kelly liquid-solid blender and 2.89 pounds (7.05 moles) of methyl p-toluenesulfonate added thereto over a period of about 45 minutes. The temperature of the reaction is maintained at about 40°-50° C for an additional period of about one hour. The product is of acceptable purity.